From a dataset of the Open Reaction Database (ORD), a public repository of structured organic reaction records. describe an organic reaction: reactants, conditions, products, and yield Reaction conditions: time 12 hour. Procedure details: 5 g (23.6 mmol) of diethyl 1H-pyrazole-3,5-dicarboxylate were dissolved in 100 ml of acetone, and 6.3 g (23.6 mmol) of 2-bromo-2,4-dichloroacetophenone and 3.6 g (26 mmol) of potassium carbonate were added. The mixture was stirred at RT for 12 h. The reaction mixture was concentrated and the residue was taken up in water and dichloromethane. The organic phase was washed with saturated aqueous sodium chloride solution, dried over magnesium sulfate and concentrated on a rotary evaporator. The resi... Yields the product ClC1=C(C=CC(=C1)Cl)C(CN1N=C(C=C1C(=O)OCC)C(=O)OCC)=O (Diethyl 1-[2-(2,4-dichlorophenyl)-2-oxoethyl]-1H-pyrazole-3,5-dicarboxylate). As a reaction SMILES: [NH:1]1[C:5]([C:6]([O:8][CH2:9][CH3:10])=[O:7])=[CH:4][C:3]([C:11]([O:13][CH2:14][CH3:15])=[O:12])=[N:2]1.[CH:16]1[C:21]([Cl:22])=[CH:20][C:19]([Cl:23])=[C:18]([C:24]([CH2:26]Br)=[O:25])[CH:17]=1.C(=O)([O-])[O-].[K+].[K+]>CC(C)=O>[Cl:23][C:19]1[CH:20]=[C:21]([Cl:22])[CH:16]=[CH:17][C:18]=1[C:24](=[O:25])[CH2:26][N:1]1[C:5]([C:6]([O:8][CH2:9][CH3:10])=[O:7])=[CH:4][C:3]([C:11]([O:13][CH2:14][CH3:15])=[O:12])=[N:2]1 |f:2.3.4|. Reactants: C1=CC(=C(C=C1Cl)Cl)C(=O)CBr (2-bromo-2,4-dichloroacetophenone), C([O-])([O-])=O.[K+].[K+] (potassium carbonate), N1N=C(C=C1C(=O)OCC)C(=O)OCC (diethyl 1H-pyrazole-3,5-dicarboxylate). Run in CC(=O)C (acetone).